From a dataset of the Open Reaction Database (ORD), a public repository of structured organic reaction records. describe an organic reaction: reactants, conditions, products, and yield The reactants are O=C(Br)CBr, CCOC(C)=O, Nc1ncc([N+](=O)[O-])s1, [Na+], [Na+], O=C([O-])[O-]. The product is O=C(CBr)Nc1ncc([N+](=O)[O-])s1. Reaction SMILES: [Br:16][CH2:17][C:18](=[O:19])[Br:20].[CH3:21][CH2:22][O:23][C:24](=[O:25])[CH3:26].[NH2:1][c:2]1[s:3][c:4]([N+:7](=[O:8])[O-:9])[cH:5][n:6]1.[Na+:10].[Na+:11].[O-:12][C:13](=[O:14])[O-:15]>>[NH:1]([c:2]1[s:3][c:4]([N+:7](=[O:8])[O-:9])[cH:5][n:6]1)[C:18]([CH2:17][Br:16])=[O:19]. Reactants: CNS(=O)(=O)c1ccc(-c2ncnc3ccc(-c4cn(C(c5ccccc5)(c5ccccc5)c5ccccc5)nc4-c4ccc(F)cc4)cc23)s1, COc1ccc(C(=O)CBr)cc1, CN(C)C=O, [H-], [Na+], O. Product: COc1ccc(C(=O)CN(C)S(=O)(=O)c2ccc(-c3ncnc4ccc(-c5cn(C(c6ccccc6)(c6ccccc6)c6ccccc6)nc5-c5ccc(F)cc5)cc34)s2)cc1. RXN SMILES: [CH3:1][NH:2][S:3](=[O:4])(=[O:5])[c:6]1[s:7][c:8](-[c:11]2[n:12][cH:13][n:14][c:15]3[cH:16][cH:17][c:18](-[c:21]4[c:22](-[c:45]5[cH:46][cH:47][c:48]([F:51])[cH:49][cH:50]5)[n:23][n:24]([C:26]([c:27]5[cH:28][cH:29][cH:30][cH:31][cH:32]5)([c:33]5[cH:34][cH:35][cH:36][cH:37][cH:38]5)[c:39]5[cH:40][cH:41][cH:42][cH:43][cH:44]5)[cH:25]4)[cH:19][c:20]23)[cH:9][cH:10]1.[CH3:54][O:55][c:56]1[cH:57][cH:58][c:59]([C:60]([CH2:61][Br:62])=[O:63])[cH:64][cH:65]1.[CH3:67][N:68]([CH3:69])[CH:70]=[O:71].[H-:52].[Na+:53].[OH2:66]>>[CH3:1][N:2]([S:3](=[O:4])(=[O:5])[c:6]1[s:7][c:8](-[c:11]2[n:12][cH:13][n:14][c:15]3[cH:16][cH:17][c:18](-[c:21]4[c:22](-[c:45]5[cH:46][cH:47][c:48]([F:51])[cH:49][cH:50]5)[n:23][n:24]([C:26]([c:27]5[cH:28][cH:29][cH:30][cH:31][cH:32]5)([c:33]5[cH:34][cH:35][cH:36][cH:37][cH:38]5)[c:39]5[cH:40][cH:41][cH:42][cH:43][cH:44]5)[cH:25]4)[cH:19][c:20]23)[cH:9][cH:10]1)[CH2:61][C:60]([c:59]1[cH:58][cH:57][c:56]([O:55][CH3:54])[cH:65][cH:64]1)=[O:63]. Reactants: C(CCC)(=O)C=1C(CC(CC1O)C1=C(C(=C(C=C1C)C)C=O)C)=O (2-butyryl-3-hydroxy-5-(3-formyl-2,4,6-trimethylphenyl)cyclohex-2-en-1-one), Cl.NO (hydroxylamine hydrochloride). Solvent: C(=O)O (formic acid), ice water. Yields the product C(CCC)(=O)C=1C(CC(CC1O)C1=C(C(=C(C=C1C)C)C#N)C)=O (2-butyryl-3-hydroxy-5-(3-cyano-2,4,6-trimethylphenyl)cyclohex-2-en-1-one). The yield is 45.1%. As a reaction SMILES: [C:1]([C:6]1[C:7](=[O:24])[CH2:8][CH:9]([C:13]2[C:18]([CH3:19])=[CH:17][C:16]([CH3:20])=[C:15]([CH:21]=O)[C:14]=2[CH3:23])[CH2:10][C:11]=1[OH:12])(=[O:5])[CH2:2][CH2:3][CH3:4].Cl.[NH2:26]O>C(O)=O>[C:1]([C:6]1[C:7](=[O:24])[CH2:8][CH:9]([C:13]2[C:18]([CH3:19])=[CH:17][C:16]([CH3:20])=[C:15]([C:21]#[N:26])[C:14]=2[CH3:23])[CH2:10][C:11]=1[OH:12])(=[O:5])[CH2:2][CH2:3][CH3:4] |f:1.2|. Procedure details: A solution of 2-butyryl-3-hydroxy-5-(3-formyl-2,4,6-trimethylphenyl)cyclohex-2-en-1-one (1.50 g) and hydroxylamine hydrochloride (0.35 g) in 98% formic acid (7 ml) was refluxed for an hour and then allowed to cool. The mixture was diluted with ice water and the precipitate collected. Purification by column chromatography over silica gel (eluant dichloromethane) gave 2-butyryl-3-hydroxy-5-(3-cyano-2,4,6-trimethylphenyl)cyclohex-2-en-1-one (0.67 g; 44%) as a pale yellow oil. Proton nuclear magneti... The reactants are CC(=O)O[Si](C)(C)C, CCCCCC, C=C(C)C(=O)O. The product is C=C(C)C(=O)O[Si](C)(C)C. RXN SMILES: [C:1]([O:2][Si:5]([CH3:6])([CH3:7])[CH3:8])(=[O:3])[CH3:4].[CH3:15][CH2:16][CH2:17][CH2:18][CH2:19][CH3:20].[CH3:9][C:10](=[CH2:11])[C:12]([OH:13])=[O:14]>>[Si:5]([CH3:6])([CH3:7])([CH3:8])[O:13][C:12]([C:10]([CH3:9])=[CH2:11])=[O:14]. The reactants are C([C@H]([C@@H]([C@H]([C@H]([C@H](C(=O)[O-])O)O)O)O)O)O.O.O.[Na+] (Sodium glucoheptonate dihydrate). The reagents and catalysts are O.O.O.O.O.O.[Co](Cl)Cl (cobalt chloride hexahydrate). Run in O (water). The product is O=C[C@@H](O)[C@H](O)[C@H](O)CO (D-arabinose). As a reaction SMILES: C(O)[C@@H](O)[C@H:3]([OH:13])[C@@H:4]([OH:12])[C@@H:5]([OH:11])[C@@H:6]([OH:10])[C:7]([O-])=[O:8].O.O.[Na+]>O.O.O.O.O.O.[Co](Cl)Cl.O>[O:8]=[CH:7][C@H:6]([C@@H:5]([C@@H:4]([CH2:3][OH:13])[OH:12])[OH:11])[OH:10] |f:0.1.2.3,4.5.6.7.8.9.10|. Reported procedure: Sodium glucoheptonate dihydrate (71.3 g/0.25 mole), cobalt chloride hexahydrate (0.12 g/0.50 mmole) and water (500 ml) are introduced into a double envelope reactor. The mixture is brought to a temperature of 30° C. and to a pH of 6.5 by the addition of soda 2N. The water, oxygenated to 30% (77 ml/0.75 mole), is introduced over 75 minutes, maintaining the temperature between 30 and 35° C. and the pH at 6.5 with the aid of soda 2N. When the addition is finished, the solution is agitated for a fur... Reactants: C(C)OC1=CC(=CC=C1)OC1=CC=C(C=C1)[N+](=O)[O-] (1-(ethyloxy)-3-[(4-nitrophenyl)oxy]benzene), C(C)OC1=CC(=CC=C1)OC1=CC=C(C=C1)[N+](=O)[O-] (1-(ethyloxy)-3-[(4-nitrophenyl)oxy]benzene), O.[Sn](Cl)(Cl)(Cl)Cl (tin chloride monohydrate). The solvent is C(C)(=O)OCC (ethyl acetate), C(C)(=O)OCC (ethyl acetate). Yields the product C(C)OC=1C=C(C=CC1)OC1=CC=C(N)C=C1 (4-{[3-(ethyloxy)phenyl]oxy}aniline). Isolated yield 82.0%. As a reaction SMILES: [CH2:1]([O:3][C:4]1[CH:9]=[CH:8][CH:7]=[C:6]([O:10][C:11]2[CH:16]=[CH:15][C:14]([N+:17]([O-])=O)=[CH:13][CH:12]=2)[CH:5]=1)[CH3:2].O.[Sn](Cl)(Cl)(Cl)Cl>C(OCC)(=O)C>[CH2:1]([O:3][C:4]1[CH:5]=[C:6]([O:10][C:11]2[CH:12]=[CH:13][C:14]([NH2:17])=[CH:15][CH:16]=2)[CH:7]=[CH:8][CH:9]=1)[CH3:2] |f:1.2|. Reported procedure: A solution of 1-(ethyloxy)-3-[(4-nitrophenyl)oxy]benzene (Intermediate 3, 4 g) and tin chloride monohydrate (28.8 g, 139 mmol) in ethyl acetate (200 mL) was heated at reflux overnight (15 hours). The reaction mixture was cooled down. It was then diluted with ethyl acetate (50 mL), washed with saturated NaHCO3 (100 mL), brine (100 mL) and dried over sodium sulphate. After evaporation of the volatiles, the residue was purified by an SCX (wash of the column with methanol, adsorption of the compound...